From a dataset of the Open Reaction Database (ORD), a public repository of structured organic reaction records. describe an organic reaction: reactants, conditions, products, and yield Reactants: C(C=C)OC1=CC=C(C(=O)OC)C=C1 (methyl 4-allyloxybenzoate), [C-]#N.[Na+] (sodium cyanide), COCCO (2-methoxyethanol). Yields the product C(C=C)OC1=CC=C(C(=O)OCCOC)C=C1 (2-methoxyethyl 4-allyloxybenzoate). As a reaction SMILES: [CH2:1]([O:4][C:5]1[CH:14]=[CH:13][C:8]([C:9]([O:11][CH3:12])=[O:10])=[CH:7][CH:6]=1)[CH:2]=[CH2:3].[C-]#N.[Na+].[CH3:18][O:19][CH2:20]CO>>[CH2:1]([O:4][C:5]1[CH:14]=[CH:13][C:8]([C:9]([O:11][CH2:12][CH2:18][O:19][CH3:20])=[O:10])=[CH:7][CH:6]=1)[CH:2]=[CH2:3] |f:1.2|. Procedure details: A mixture of methyl 4-allyloxybenzoate (1.92 g), sodium cyanide (50 mg) and 2-methoxyethanol (20 ml) was heated at reflux for 24 hours. The mixture was evaporated to give an oil which was partitioned between dichloromethane and water. The organic phase was separated, washed with brine, dried (MgSO4) and evaporated. The residue was purified by flash column chromatography on silica gel using a 9:1 (v/v) mixture of pentane/ethyl acetate as eluent to give 2-methoxyethyl 4-allyloxybenzoate (1.7 g) as... The reactants are CN(C)C=O, CCOC(C)=O, CC(C)(C)[O-], CC(C)NCCO, Cl, CS(=O)(=O)Nc1cc([N+](=O)[O-])ccc1F, [K+], O. The product is CC(C)NCCOc1ccc([N+](=O)[O-])cc1NS(C)(=O)=O. RXN SMILES: [CH3:30][N:31]([CH3:32])[CH:33]=[O:34].[CH3:36][CH2:37][O:38][C:39](=[O:40])[CH3:41].[CH3:8][C:9]([CH3:10])([O-:11])[CH3:12].[CH:1]([CH3:2])([CH3:3])[NH:4][CH2:5][CH2:6][OH:7].[ClH:29].[F:14][c:15]1[c:16]([NH:17][S:18](=[O:19])(=[O:20])[CH3:21])[cH:22][c:23]([N+:26](=[O:27])[O-:28])[cH:24][cH:25]1.[K+:13].[OH2:35]>>[CH:1]([CH3:2])([CH3:3])[NH:4][CH2:5][CH2:6][O:7][c:15]1[c:16]([NH:17][S:18](=[O:19])(=[O:20])[CH3:21])[cH:22][c:23]([N+:26](=[O:27])[O-:28])[cH:24][cH:25]1. The solvent is O (water), C(C)(C)O (isopropanol), C(C)(C)O (isopropanol). Procedure: 49.44 Grams (0.154 moles) of 4-(5-bromo-6-methoxy-2-naphthyl)-4-hydroxybut-3-en-2-one, 12.24 g (0.149 moles) of anhydrous sodium acetate, 4 g of a 50% suspension in water of 5% palladium on carbon, equivalent to 0.00094 moles of palladium and 400 ml of isopropanol are put into a hydrogenator. The hydrogenator is washed with nitrogen in order to eliminate the oxygen and then hydrogen is introduced at the pressure of 2.5 atmospheres. For a period of time of 9 hours the temperature of reaction is k... Reactants: BrC1=C2C=CC(=CC2=CC=C1OC)C(=CC(C)=O)O (4-(5-bromo-6-methoxy-2-naphthyl)-4-hydroxybut-3-en-2-one), [H][H] (hydrogen), C(C)(=O)[O-].[Na+] (sodium acetate), suspension. Conditions: temperature 60 celsius, time 1 hour. RXN SMILES: Br[C:2]1[C:11]([O:12][CH3:13])=[CH:10][CH:9]=[C:8]2[C:3]=1[CH:4]=[CH:5][C:6]([C:14](O)=[CH:15][C:16](=[O:18])[CH3:17])=[CH:7]2.C([O-])(=O)C.[Na+].[H][H]>O.[Pd].C(O)(C)C>[CH3:17][C:16]([CH2:15][CH2:14][C:6]1[CH:5]=[CH:4][C:3]2[CH:2]=[C:11]([O:12][CH3:13])[CH:10]=[CH:9][C:8]=2[CH:7]=1)=[O:18] |f:1.2|. Yields the product CC(=O)CCC=1C=CC=2C=C(C=CC2C1)OC (nabumetone). The reagents and catalysts are [Pd] (palladium), [Pd] (palladium on carbon). The reactants are [Al+3], CC(C)(C)c1ccccc1O, ClCCl, CC(=O)Cl, CCOC(C)=O, [Cl-], [Cl-], [Cl-]. Yields the product CC(=O)c1ccc(O)c(C(C)(C)C)c1. RXN SMILES: [Al+3:6].[C:12]([CH3:13])([CH3:14])([CH3:15])[c:16]1[c:17]([OH:22])[cH:18][cH:19][cH:20][cH:21]1.[CH2:9]([Cl:10])[Cl:11].[CH3:1][C:2]([Cl:3])=[O:4].[CH3:23][CH2:24][O:25][C:26](=[O:27])[CH3:28].[Cl-:5].[Cl-:7].[Cl-:8]>>[CH3:1][C:2](=[O:4])[c:20]1[cH:19][cH:18][c:17]([OH:22])[c:16]([C:12]([CH3:13])([CH3:14])[CH3:15])[cH:21]1. Reactants: ClCCl, CN1CCNCC1, CCN(C(C)C)C(C)C, CCOC(=O)Cc1nc(NC(=O)N(C2CCCCC2)C2CCCCC2)sc1Cl. Yields the product CCOC(=O)Cc1nc(NC(=O)N(C2CCCCC2)C2CCCCC2)sc1N1CCN(C)CC1. As a reaction SMILES: [CH2:45]([Cl:46])[Cl:47].[CH3:10][N:11]1[CH2:12][CH2:13][NH:14][CH2:15][CH2:16]1.[CH:1]([N:2]([CH2:3][CH3:4])[CH:5]([CH3:6])[CH3:7])([CH3:8])[CH3:9].[Cl:17][c:18]1[c:19]([CH2:39][C:40](=[O:41])[O:42][CH2:43][CH3:44])[n:20][c:21]([NH:23][C:24](=[O:25])[N:26]([CH:27]2[CH2:28][CH2:29][CH2:30][CH2:31][CH2:32]2)[CH:33]2[CH2:34][CH2:35][CH2:36][CH2:37][CH2:38]2)[s:22]1>>[CH3:10][N:11]1[CH2:12][CH2:13][N:14]([c:18]2[c:19]([CH2:39][C:40](=[O:41])[O:42][CH2:43][CH3:44])[n:20][c:21]([NH:23][C:24](=[O:25])[N:26]([CH:27]3[CH2:28][CH2:29][CH2:30][CH2:31][CH2:32]3)[CH:33]3[CH2:34][CH2:35][CH2:36][CH2:37][CH2:38]3)[s:22]2)[CH2:15][CH2:16]1. Starting materials: CC1=CC=C(C=C1)COC(=O)NNC(=O)C2=NC=CN=C2 (pH10), Cl (hydrochloric acid), CC1=NC(=NC(=C1)C1=CC=C(C=C1)C(F)(F)F)C#N (4-methyl-6-[4-(trifluoromethyl)phenyl]pyrimidine-2-carbonitrile), O (Water). Run in C(Cl)Cl (DCM), C(=O)([O-])[O-].[Na+].[Na+] (Na2CO3), CO (methanol). Run at temperature 80 celsius. Yields the product CC1=NC(=NC(=C1)C1=CC=C(C=C1)C(F)(F)F)C(=O)OC (Methyl 4-methyl-6-[4-(trifluoromethyl)phenyl]pyrimidine-2-carboxylate). Isolated yield 94.0%. RXN SMILES: Cl.[CH3:2][C:3]1[CH:8]=[C:7]([C:9]2[CH:14]=[CH:13][C:12]([C:15]([F:18])([F:17])[F:16])=[CH:11][CH:10]=2)[N:6]=[C:5]([C:19]#N)[N:4]=1.[OH2:21].CC1C=CC([CH2:29][O:30]C(NNC(C2C=NC=CN=2)=O)=O)=CC=1>CO.C(Cl)Cl.C([O-])([O-])=O.[Na+].[Na+]>[CH3:2][C:3]1[CH:8]=[C:7]([C:9]2[CH:14]=[CH:13][C:12]([C:15]([F:18])([F:17])[F:16])=[CH:11][CH:10]=2)[N:6]=[C:5]([C:19]([O:30][CH3:29])=[O:21])[N:4]=1 |f:6.7.8|. Reported procedure: Concentrated aq. hydrochloric acid (42 mL, 491.4 mmol) was added to a stirred suspension of 4-methyl-6-[4-(trifluoromethyl)phenyl]pyrimidine-2-carbonitrile [CAS: 951232-17-0] (8.3 g, 31.53 mmol) in methanol (248 mL). The stirred mixture was heated at block temperature of 80° C. for 20 h. The reaction mixture was cooled to ambient temperature, diluted with DCM (500 ml) and Na2CO3 solid was added with stirring. Water (500 ml) was added and the mixture transferred to a separating funnel and shaken ... Reactants: CO, CCCC(CCC)(Oc1ccc(Cl)cc1C1CC(=O)NC(c2cc(F)ccc2C)C12C(=O)Nc1cc(Cl)ccc12)C(=O)OCC, [Li+], [OH-], O, O. The product is CCCC(CCC)(Oc1ccc(Cl)cc1C1CC(=O)NC(c2cc(F)ccc2C)C12C(=O)Nc1cc(Cl)ccc12)C(=O)O. Reaction SMILES: [CH3:50][OH:51].[Cl:1][c:2]1[cH:3][cH:4][c:5]2[c:9]([cH:10]1)[NH:8][C:7](=[O:11])[C:6]21[CH:12]([c:38]2[c:39]([CH3:45])[cH:40][cH:41][c:42]([F:44])[cH:43]2)[NH:13][C:14](=[O:37])[CH2:15][CH:16]1[c:17]1[c:18]([O:24][C:25]([CH2:26][CH2:27][CH3:28])([CH2:29][CH2:30][CH3:31])[C:32](=[O:33])[O:34][CH2:35][CH3:36])[cH:19][cH:20][c:21]([Cl:23])[cH:22]1.[Li+:47].[OH-:46].[OH2:48].[OH2:49]>>[Cl:1][c:2]1[cH:3][cH:4][c:5]2[c:9]([cH:10]1)[NH:8][C:7](=[O:11])[C:6]21[CH:12]([c:38]2[c:39]([CH3:45])[cH:40][cH:41][c:42]([F:44])[cH:43]2)[NH:13][C:14](=[O:37])[CH2:15][CH:16]1[c:17]1[c:18]([O:24][C:25]([CH2:26][CH2:27][CH3:28])([CH2:29][CH2:30][CH3:31])[C:32](=[O:33])[OH:34])[cH:19][cH:20][c:21]([Cl:23])[cH:22]1. Starting materials: CN1CCNCC1, Cc1sc2c(C(=O)O)c(=O)c3cc(F)c(Cl)cc3n2c1C, c1ccncc1. Yields the product Cc1sc2c(C(=O)O)c(=O)c3cc(F)c(N4CCN(C)CC4)cc3n2c1C. Reaction SMILES: [CH3:22][N:23]1[CH2:24][CH2:25][NH:26][CH2:27][CH2:28]1.[Cl:1][c:2]1[c:3]([F:21])[cH:4][c:5]2[c:6](=[O:20])[c:7]([C:17](=[O:18])[OH:19])[c:8]3[n:9]([c:10]2[cH:11]1)[c:12]([CH3:16])[c:13]([CH3:15])[s:14]3.[cH:29]1[cH:30][cH:31][n:32][cH:33][cH:34]1>>[c:2]1([N:26]2[CH2:25][CH2:24][N:23]([CH3:22])[CH2:28][CH2:27]2)[c:3]([F:21])[cH:4][c:5]2[c:6](=[O:20])[c:7]([C:17](=[O:18])[OH:19])[c:8]3[n:9]([c:10]2[cH:11]1)[c:12]([CH3:16])[c:13]([CH3:15])[s:14]3. Starting materials: [BH-](OC(=O)C)(OC(=O)C)OC(=O)C.[Na+] (NaBH(OAc)3), ClC1=CC(=C(C=C1)C=1C=CC(=NC1)C(=O)NCCC(=O)OCC)C=O (ethyl 3-(5-(4-chloro-2-formylphenyl)picolinamido)propanoate), ClC1=CC=C(C=C1)C1=CC=C(C=C1)N (4′-chloro-[1,1′-biphenyl]-4-amine), CC(=O)O (AcOH). Solvent: CCOC(=O)C (EtOAc), C1CCOC1 (THF). Product: ClC1=CC(=C(C=C1)C=1C=CC(=NC1)C(=O)NCCC(=O)OCC)CNC1=CC=C(C=C1)C1=CC=C(C=C1)Cl (ethyl 3-(5-(4-chloro-2-(((4′-chloro-[1,1′-biphenyl]-4-yl)amino)methyl)phenyl)picolinamido)propanoate). RXN SMILES: [BH-](OC(C)=O)(OC(C)=O)OC(C)=O.[Na+].[Cl:15][C:16]1[CH:21]=[CH:20][C:19]([C:22]2[CH:23]=[CH:24][C:25]([C:28]([NH:30][CH2:31][CH2:32][C:33]([O:35][CH2:36][CH3:37])=[O:34])=[O:29])=[N:26][CH:27]=2)=[C:18]([CH:38]=O)[CH:17]=1.[Cl:40][C:41]1[CH:46]=[CH:45][C:44]([C:47]2[CH:52]=[CH:51][C:50]([NH2:53])=[CH:49][CH:48]=2)=[CH:43][CH:42]=1.CC(O)=O>CCOC(C)=O.C1COCC1>[Cl:15][C:16]1[CH:21]=[CH:20][C:19]([C:22]2[CH:23]=[CH:24][C:25]([C:28]([NH:30][CH2:31][CH2:32][C:33]([O:35][CH2:36][CH3:37])=[O:34])=[O:29])=[N:26][CH:27]=2)=[C:18]([CH2:38][NH:53][C:50]2[CH:49]=[CH:48][C:47]([C:44]3[CH:45]=[CH:46][C:41]([Cl:40])=[CH:42][CH:43]=3)=[CH:52][CH:51]=2)[CH:17]=1 |f:0.1|. Procedure: Solid NaBH(OAc)3 (110 mg, 0.52 mmol) was added to a THF solution (1.7 mL) of ethyl 3-(5-(4-chloro-2-formylphenyl)picolinamido)propanoate (125 mg, 0.35 mmol), 4′-chloro-[1,1′-biphenyl]-4-amine (106 mg, 0.52 mmol), and AcOH (0.02 mL, 0.35 mmol) and the resulting mixture was stirred at room temperature. After 16 h the resulting mixture diluted with EtOAc washed with water and brine, dried (Na2SO4), dry-packed onto silica gel and purified via column chromatography to yield the title compound. Starting materials: COc1ccc(CN2CCNCC2)cc1, [Cl-], CC(C)(Oc1ccccc1)C(=O)O. The product is COc1ccc(CN2CCN(C(=O)C(C)(C)Oc3ccccc3)CC2)cc1. As a reaction SMILES: [CH3:15][O:16][c:17]1[cH:18][cH:19][c:20]([CH2:21][N:22]2[CH2:23][CH2:24][NH:25][CH2:26][CH2:27]2)[cH:28][cH:29]1.[Cl-:1].[O:2]([c:3]1[cH:4][cH:5][cH:6][cH:7][cH:8]1)[C:9]([C:10](=[O:11])[OH:12])([CH3:13])[CH3:14]>>[O:2]([c:3]1[cH:4][cH:5][cH:6][cH:7][cH:8]1)[C:9]([C:10](=[O:12])[N:25]1[CH2:24][CH2:23][N:22]([CH2:21][c:20]2[cH:19][cH:18][c:17]([O:16][CH3:15])[cH:29][cH:28]2)[CH2:27][CH2:26]1)([CH3:13])[CH3:14].